From a dataset of the Open Reaction Database (ORD), a public repository of structured organic reaction records. describe an organic reaction: reactants, conditions, products, and yield Reactants: ClC(C(=O)Cl)(Cl)Cl (trichloroacetyl chloride), P(=O)(Cl)(Cl)Cl (phosphorous oxychloride), CC(C)(C)[Si](OC(CCC1C=CCC1)CC)(C)C (3-(3-[(1,1-dimethylethyl)dimethylsiloxy]pent-1-yl)cyclopentene). The reagents and catalysts are [Zn].[Cu] (zinc copper). Run in CCOCC (ether), CCOCC (ether). Yields the product ClC1(C(C2C(CCC12)CCC(CC)O[Si](C)(C)C(C)(C)C)=O)Cl (7,7-dichloro-4-[3-[[1,1-dimethylethyl)dimethylsilyloxy]pentyl]bicyclo[3.2.0]heptan-6-one). Yield: 62.5%. Reaction SMILES: [CH3:1][C:2]([Si:5]([CH3:18])([CH3:17])[O:6][CH:7]([CH2:15][CH3:16])[CH2:8][CH2:9][CH:10]1[CH2:14][CH2:13][CH:12]=[CH:11]1)([CH3:4])[CH3:3].[Cl:19][C:20](Cl)([Cl:24])[C:21](Cl)=[O:22].P(Cl)(Cl)(Cl)=O>CCOCC.[Zn].[Cu]>[Cl:19][C:20]1([Cl:24])[CH:12]2[CH:11]([CH:10]([CH2:9][CH2:8][CH:7]([O:6][Si:5]([C:2]([CH3:3])([CH3:1])[CH3:4])([CH3:17])[CH3:18])[CH2:15][CH3:16])[CH2:14][CH2:13]2)[C:21]1=[O:22] |f:4.5|. Procedure details: In the next step, the procedure of Example 6C is used, but there are substituted: 3-(3-[(1,1-dimethylethyl)dimethylsiloxy]pent-1-yl)cyclopentene ([3-(2-cyclopenten-1-yl)-1-ethylpropoxy](1,1-dimethylethyl)dimethylsilane) (15 g, 0.056 moles) dissolved in ether (100 ml), trichloroacetyl chloride (20.3 g, 0.11 moles) and phosphorous oxychloride (17.2 g, 0.11 moles) both dissolved in ether (50 ml), zinc/copper couple (10 g, 0.16 moles). The crude product is subjected to short path vacuum distillation... Reactants: BrC1=CC=C(C#N)C=C1 (4-bromobenzonitrile), C(C=C)(=O)O (acrylic acid). Product: C(#N)C1=CC=C(C=CC(=O)O)C=C1 (4-cyanocinnamic acid). Isolated yield 78.6%. Reaction SMILES: Br[C:2]1[CH:9]=[CH:8][C:5]([C:6]#[N:7])=[CH:4][CH:3]=1.[C:10]([OH:14])(=[O:13])[CH:11]=[CH2:12]>>[C:6]([C:5]1[CH:8]=[CH:9][C:2]([CH:12]=[CH:11][C:10]([OH:14])=[O:13])=[CH:3][CH:4]=1)#[N:7]. Procedure details: A Heck reaction of 4-bromobenzonitrile and acrylic acid gave 4-cyanocinnamic acid. The acid was reduced to the corresponding alcohol with ethyl chloroformate and then sodium borohydride. Yield 78.6% Starting materials: ClC=1C=CC(=C(C1)C1=CC(N(C=C1OC)C(C(=O)O)CC1CCS(CC1)(=O)=O)=O)C#N (2-[4-(5-chloro-2-cyanophenyl)-5-methoxy-2-oxopyridin-1(2H)-yl]-3-(1,1-dioxidotetrahydro-2H-thiopyran-4-yl)propanoic acid), NC1=CC=C(C(=O)OCC)C=C1 (ethyl 4-aminobenzoate), CC(N=C=NC(C)C)C (DIC), C(C)#N.O (acetonitrile water). Solvent: CN(C=O)C (dimethylformamide). Yields the product ClC=1C=CC(=C(C1)C1=CC(N(C=C1OC)C(C(=O)NC1=CC=C(C(=O)OCC)C=C1)CC1CCS(CC1)(=O)=O)=O)C#N (Ethyl 4-({2-[4-(5-chloro-2-cyanophenyl)-5-methoxy-2-oxopyridin-1(2H)-yl]-3-(1,1-dioxidotetrahydro-2H-thiopyran-4-yl)propanoyl}amino)benzoate). Reaction SMILES: [Cl:1][C:2]1[CH:3]=[CH:4][C:5]([C:30]#[N:31])=[C:6]([C:8]2[C:13]([O:14][CH3:15])=[CH:12][N:11]([CH:16]([CH2:20][CH:21]3[CH2:26][CH2:25][S:24](=[O:28])(=[O:27])[CH2:23][CH2:22]3)[C:17]([OH:19])=O)[C:10](=[O:29])[CH:9]=2)[CH:7]=1.[NH2:32][C:33]1[CH:43]=[CH:42][C:36]([C:37]([O:39][CH2:40][CH3:41])=[O:38])=[CH:35][CH:34]=1.CC(C)N=C=NC(C)C.C(#N)C.O>CN(C)C=O>[Cl:1][C:2]1[CH:3]=[CH:4][C:5]([C:30]#[N:31])=[C:6]([C:8]2[C:13]([O:14][CH3:15])=[CH:12][N:11]([CH:16]([CH2:20][CH:21]3[CH2:26][CH2:25][S:24](=[O:28])(=[O:27])[CH2:23][CH2:22]3)[C:17]([NH:32][C:33]3[CH:34]=[CH:35][C:36]([C:37]([O:39][CH2:40][CH3:41])=[O:38])=[CH:42][CH:43]=3)=[O:19])[C:10](=[O:29])[CH:9]=2)[CH:7]=1 |f:3.4|. Procedure: 768 mg (1.19 mmol) of 2-[4-(5-chloro-2-cyanophenyl)-5-methoxy-2-oxopyridin-1(2H)-yl]-3-(1,1-dioxidotetrahydro-2H-thiopyran-4-yl)propanoic acid (racemate, purity 72%), 786 mg (4.76 mmol) of ethyl 4-aminobenzoate, 67.6 mg (476 μmol) of Oxima and 741 μl (4.76 mmol) of DIC in 11.5 ml of dimethylformamide were reacted according to General Method 5B. Preparative HPLC (acetonitrile/water gradient) gave the title compound. Yield: 331 mg (45% of theory) Starting materials: Cc1cc(C=CC(=O)O)cnc1NC1CCN(Cc2ccccc2)C1, CCN=C=NCCCN(C)C, NOC1CCCCO1, CN(C)C=O, O, On1nnc2ccccc21. The product is Cc1cc(C=CC(=O)NOC2CCCCO2)cnc1NC1CCN(Cc2ccccc2)C1. Reaction SMILES: [CH2:1]([c:2]1[cH:3][cH:4][cH:5][cH:6][cH:7]1)[N:8]1[CH2:9][CH:10]([NH:13][c:14]2[c:15]([CH3:25])[cH:16][c:17]([CH:20]=[CH:21][C:22](=[O:23])[OH:24])[cH:18][n:19]2)[CH2:11][CH2:12]1.[CH3:44][CH2:45][N:46]=[C:47]=[N:48][CH2:49][CH2:50][CH2:51][N:52]([CH3:53])[CH3:54].[O:26]1[CH:27]([O:32][NH2:33])[CH2:28][CH2:29][CH2:30][CH2:31]1.[O:55]=[CH:56][N:57]([CH3:58])[CH3:59].[OH2:60].[OH:34][n:35]1[c:36]2[c:37]([cH:38][cH:39][cH:40][cH:41]2)[n:42][n:43]1>>[CH2:1]([c:2]1[cH:3][cH:4][cH:5][cH:6][cH:7]1)[N:8]1[CH2:9][CH:10]([NH:13][c:14]2[c:15]([CH3:25])[cH:16][c:17]([CH:20]=[CH:21][C:22](=[O:24])[NH:33][O:32][CH:27]3[O:26][CH2:31][CH2:30][CH2:29][CH2:28]3)[cH:18][n:19]2)[CH2:11][CH2:12]1. The reactants are CC=1C=CC(=C2C1OCC21CC1)O (7-methylspiro[2H-benzofuran-3,1′-cyclopropane]-4-ol), CC=1C=CC(=C2C1OCC21CC1)O (7-methylspiro[2H-benzofuran-3,1′-cyclopropane]-4-ol), C(C)#N (Acetonitrile), ClC1=NC=C(C=N1)[N+](=O)[O-] (2-chloro-5-nitropyrimidine). Conditions: temperature 80 celsius, time 24 hour. The product is CC1=CC=C(C2=C1OCC21CC1)OC1=NC=C(C=N1)[N+](=O)[O-] (2-(7-methylspiro[2H-benzofuran-3,1′-cyclopropane]-4-yl)oxy-5-nitro-pyrimidine). Isolated yield 86.2%. As a reaction SMILES: [CH3:1][C:2]1[CH:3]=[CH:4][C:5]([OH:13])=[C:6]2[C:10]3([CH2:12][CH2:11]3)[CH2:9][O:8][C:7]=12.C(#N)C.Cl[C:18]1[N:23]=[CH:22][C:21]([N+:24]([O-:26])=[O:25])=[CH:20][N:19]=1>>[CH3:1][C:2]1[C:7]2[O:8][CH2:9][C:10]3([CH2:12][CH2:11]3)[C:6]=2[C:5]([O:13][C:18]2[N:23]=[CH:22][C:21]([N+:24]([O-:26])=[O:25])=[CH:20][N:19]=2)=[CH:4][CH:3]=1. Procedure: To a solution of 7-methylspiro[2H-benzofuran-3,1′-cyclopropane]-4-ol (Intermediate 156, 176 mg, 1 mmol) in dry Acetonitrile (4 ml) potassium carbonate (207 mg, 1.5 mmol) and then 2-chloro-5-nitropyrimidine (159 mg, 1 mmol) were added and the reaction mixture was stirred for 24 hours at 80° C. After cooling the reaction mixture was quenched with water (2 ml), diluted with brine (10 ml) and extracted with ethyl acetate (2×20 ml). The organic layer was dried over sodium sulfate, filtered and evapor...